Dataset: the Open Reaction Database (ORD), a public repository of structured organic reaction records. Task: describe an organic reaction: reactants, conditions, products, and yield Reactants: C, CCO, COc1ccc([N+](=O)[O-])c(NCC2OCCO2)n1, [Pd]. Yields the product COc1ccc(N)c(NCC2OCCO2)n1. RXN SMILES: [C:22].[CH3:19][CH2:20][OH:21].[O:1]1[CH:2]([CH2:6][NH:7][c:8]2[n:9][c:10]([O:17][CH3:18])[cH:11][cH:12][c:13]2[N+:14]([O-:15])=[O:16])[O:3][CH2:4][CH2:5]1.[Pd:23]>>[O:1]1[CH:2]([CH2:6][NH:7][c:8]2[n:9][c:10]([O:17][CH3:18])[cH:11][cH:12][c:13]2[NH2:14])[O:3][CH2:4][CH2:5]1.